This data is from the Open Reaction Database (ORD), a public repository of structured organic reaction records. The task is: describe an organic reaction: reactants, conditions, products, and yield Starting materials: N1C=NC=C1 (Imidazole), C(C)(=O)OC1=CC=C(C=2COC3=C(C(=CC=C3C2)OC(C)=O)OC(C)=O)C=C1 (4′,7,8-triacetoxyisoflav-3-ene). Solvent: C(C)O (ethanol). Reaction conditions: time 8 hour. Product: O1CC(=CC2=CC=CC=C12)C1=CC=CC=C1 (isoflav-3-ene). RXN SMILES: N1C=CN=C1.C(O[C:10]1[CH:33]=[CH:32][C:13]([C:14]2[CH2:15][O:16][C:17]3[C:22]([CH:23]=2)=[CH:21][CH:20]=[C:19](OC(=O)C)[C:18]=3OC(=O)C)=[CH:12][CH:11]=1)(=O)C>C(O)C>[O:16]1[C:17]2[C:22](=[CH:21][CH:20]=[CH:19][CH:18]=2)[CH:23]=[C:14]([C:13]2[CH:32]=[CH:33][CH:10]=[CH:11][CH:12]=2)[CH2:15]1. Reported procedure: Imidazole (0.6 g) was added to a suspension of 4′,7,8-triacetoxyisoflav-3-ene (0.16 g, 0.4 mmol) in absolute ethanol (5.0 ml) and the mixture was refluxed for 45 min under argon. The solution was concentrated under reduced pressure and the product was precipitated by addition of distilled water (10 ml). The mixture was left overnight in the fridge and filtered to yield isoflav-3-ene. The crude product was recrystallised from methanol/benzene to yield Isoflav-3-ene-4′,7-8-triol (0.08 g, 75%). 1H ... The reactants are C(C1=CC=CC=C1)N(C=1C=C(C=CC1C)NC1=NC=CC(=N1)NC1=C(C(=CC=C1)OCC(F)(F)F)S(=O)(=O)N)C (2-{2-[3-(benzyl-methyl-amino)-4-methyl-phenylamino]-pyrimidine-4-ylamino}-6-(2,2,2-trifluoro-ethoxy)-benzenesulfonamide), Cl (HCl). The reagents and catalysts are [OH-].[OH-].[Pd+2] (Pd(OH)2 on charcoal). Run in CCO (EtOH). Conditions: time 30 minute. Product: CC1=C(C=C(C=C1)NC1=NC=CC(=N1)NC1=C(C(=CC=C1)OCC(F)(F)F)S(=O)(=O)N)NC (2-[2-(4-Methyl-3-methylamino-phenylamino)-pyrimidine-4-ylamino]-6-(2,2,2-trifluoro-ethoxy)-benzenesulfonamide). RXN SMILES: [CH2:1]([N:8](C)[C:9]1[CH:10]=[C:11]([NH:16][C:17]2[N:22]=[C:21]([NH:23][C:24]3[CH:29]=[CH:28][CH:27]=[C:26]([O:30][CH2:31][C:32]([F:35])([F:34])[F:33])[C:25]=3[S:36]([NH2:39])(=[O:38])=[O:37])[CH:20]=[CH:19][N:18]=2)[CH:12]=[CH:13][C:14]=1[CH3:15])C1C=CC=CC=1.Cl>CCO.[OH-].[OH-].[Pd+2]>[CH3:15][C:14]1[CH:13]=[CH:12][C:11]([NH:16][C:17]2[N:22]=[C:21]([NH:23][C:24]3[CH:29]=[CH:28][CH:27]=[C:26]([O:30][CH2:31][C:32]([F:34])([F:35])[F:33])[C:25]=3[S:36]([NH2:39])(=[O:38])=[O:37])[CH:20]=[CH:19][N:18]=2)=[CH:10][C:9]=1[NH:8][CH3:1] |f:3.4.5|. Procedure details: A suspension of 44 mg 20% Pd(OH)2 on charcoal in EtOH (10 mL) is treated with H2 under vigorous stirring. To this 2-{2-[3-(benzyl-methyl-amino)-4-methyl-phenylamino]-pyrimidine-4-ylamino}-6-(2,2,2-trifluoro-ethoxy)-benzenesulfonamide (28 mg, 0.049 mmol) and 0.1 mL of 1M HCl are added (final volume ca. 20 mL). After stirring for 30 min under H2 the catalyst is removed by filtration and the residue of the filtrate, neutralized with ammonia, is purified by chromatography (silica gel, CH2Cl2/CH3OH 9... Starting materials: solution, C(CCC)[Li] (n-butyl lithium), C1(=CC=CC=C1)[SiH2]C1=CC=CC=C1 (diphenylsilane), C(C1=CC=CC=C1)N1C(CCC1)=O (N-benzylpyrrolidinone). The reagents and catalysts are [Cl-].[Cl-].[CH-]1C=CC=C1.[CH-]1C=CC=C1.[Ti+2] (Titanocene dichloride). Run in CCCCCC (hexane), O1CCCC1 (tetrahydrofuran). Reaction conditions: temperature -78 celsius, time 15 minute. Yields the product C(C1=CC=CC=C1)N1CCCC1 (N-benzylpyrrolidine), pure material. Yield: 95.0%. As a reaction SMILES: C([Li])CCC.C1([SiH2]C2C=CC=CC=2)C=CC=CC=1.[CH2:19]([N:26]1[CH2:30][CH2:29][CH2:28][C:27]1=O)[C:20]1[CH:25]=[CH:24][CH:23]=[CH:22][CH:21]=1>O1CCCC1.CCCCCC.[Cl-].[Cl-].[CH-]1C=CC=C1.[CH-]1C=CC=C1.[Ti+2]>[CH2:19]([N:26]1[CH2:30][CH2:29][CH2:28][CH2:27]1)[C:20]1[CH:25]=[CH:24][CH:23]=[CH:22][CH:21]=1 |f:5.6.7.8.9|. Procedure: Titanocene dichloride (0.28 g, 1.1 mmol) was dissolved in (15 mL) of tetrahydrofuran in a nitrogen atmosphere, and the reaction mixture was cooled to -78° C., and 2.4 mL of a 1.6M solution of n-butyl lithium in hexane was added. The reaction mixture was stirred for 15 min and then 4.5 mL diphenylsilane (24 mmol) was added. After warming the reaction mixture to room temperature, 1.8 g of N-benzylpyrrolidinone (11 mmol) was added to the black solution, which began bubbling and became warm (i.e., a... Reactants: CC(C)(C)c1cc(C(=O)CCl)cc2c1OCC2(C)C, CC[S-], CO, [Na+]. Yields the product CCSCC(=O)c1cc(C(C)(C)C)c2c(c1)C(C)(C)CO2. As a reaction SMILES: [C:5]([CH3:6])([CH3:7])([CH3:8])[c:9]1[cH:10][c:11]([C:20]([CH2:21][Cl:22])=[O:23])[cH:12][c:13]2[c:14]1[O:15][CH2:16][C:17]2([CH3:18])[CH3:19].[CH3:1][CH2:2][S-:3].[CH3:24][OH:25].[Na+:4]>>[CH3:1][CH2:2][S:3][CH2:21][C:20]([c:11]1[cH:10][c:9]([C:5]([CH3:6])([CH3:7])[CH3:8])[c:14]2[c:13]([cH:12]1)[C:17]([CH3:18])([CH3:19])[CH2:16][O:15]2)=[O:23]. The reactants are CC1=NC(=NC(=C1NC(OC(C)(C)C)=O)C)OCC(=O)N(C1CCNCC1)C (tert-butyl 4,6-dimethyl-2-(2-(methyl(piperidine-4-yl)amino)-2-oxoethoxy)pyrimidine-5-ylcarbamate), ClC1=CC=C(CBr)C=C1 (4-chlorobenzyl bromide). The product is ClC1=CC=C(CN2CCC(CC2)N(C(COC2=NC(=C(C(=N2)C)NC(OC(C)(C)C)=O)C)=O)C)C=C1 (tert-butyl 2-(2-((1-(4-chlorobenzyl)-piperidine-4-yl)(methyl)amino)-2-oxoethoxy)-4,6-dimethylpyrimidine-5-ylcarbamate). Reaction SMILES: [CH3:1][C:2]1[C:7]([NH:8][C:9](=[O:15])[O:10][C:11]([CH3:14])([CH3:13])[CH3:12])=[C:6]([CH3:16])[N:5]=[C:4]([O:17][CH2:18][C:19]([N:21]([CH3:28])[CH:22]2[CH2:27][CH2:26][NH:25][CH2:24][CH2:23]2)=[O:20])[N:3]=1.[Cl:29][C:30]1[CH:37]=[CH:36][C:33]([CH2:34]Br)=[CH:32][CH:31]=1>>[Cl:29][C:30]1[CH:37]=[CH:36][C:33]([CH2:34][N:25]2[CH2:24][CH2:23][CH:22]([N:21]([CH3:28])[C:19](=[O:20])[CH2:18][O:17][C:4]3[N:3]=[C:2]([CH3:1])[C:7]([NH:8][C:9](=[O:15])[O:10][C:11]([CH3:14])([CH3:12])[CH3:13])=[C:6]([CH3:16])[N:5]=3)[CH2:27][CH2:26]2)=[CH:32][CH:31]=1. Reported procedure: The title compound was synthesized from Compound 31 and 4-chlorobenzyl bromide in the same manner as in Example 32. Starting materials: C([O-])(O)=O.[Na+] (sodium bicarbonate), Cl.NO (hydroxylamine hydrochloride), C1(CC1)C1=CC(=CC(=N1)C#N)C(F)(F)F (6-cyclopropyl-4-trifluoromethylpyridine-2-carbonitrile). Run in C(C)O (ethanol). Conditions: time 4 hour. Product: C1(CC1)C1=CC(=CC(=N1)C(=O)N)C(F)(F)F (6-cyclopropyl-4-trifluoromethylpyridine-2-carboxamide). Isolated yield 92.2%. Reaction SMILES: C(=O)(O)[O-:2].[Na+].Cl.NO.[CH:9]1([C:12]2[N:17]=[C:16]([C:18]#[N:19])[CH:15]=[C:14]([C:20]([F:23])([F:22])[F:21])[CH:13]=2)[CH2:11][CH2:10]1>C(O)C>[CH:9]1([C:12]2[N:17]=[C:16]([C:18]([NH2:19])=[O:2])[CH:15]=[C:14]([C:20]([F:23])([F:21])[F:22])[CH:13]=2)[CH2:11][CH2:10]1 |f:0.1,2.3|. Procedure: To 7 ml of ethanol were added 0.58 g of sodium bicarbonate and 0.48 g of hydroxylamine hydrochloride, and the mixture was heated to reflux for 1 hour. After allowing to cool, 0.6 g of 6-cyclopropyl-4-trifluoromethylpyridine-2-carbonitrile was added at 0° C., and the mixture was stirred for 4 hours, and concentrated. To the residue was added water, the resultant solution was extracted with ethyl acetate three times, and the organic layers were combined, washed with an aqueous saturated sodium chl...